This data is from the Open Reaction Database (ORD), a public repository of structured organic reaction records. The task is: describe an organic reaction: reactants, conditions, products, and yield Starting materials: [Na] (sodium), C(CC(=O)OCC)(=O)OCC (diethyl malonate), [OH-].[Na+] (sodium hydroxide), C1(=CC=C(C=C1)S(=O)(=O)OCCCC1CCN(CC1)C(=O)OCC1=CC=CC=C1)C (3-(1-Benzyloxycarbonyl-4-piperidyl)propyl p-toluenesulfonate). Run in C(C)O (ethanol), O (water), O (water), O (water), C(C)O (ethanol). Product: C(C1=CC=CC=C1)OC(=O)N1CCC(CC1)CCCC(C(=O)O)C(=O)O (5-(1-benzyloxycarbonyl-4-piperidyl)-2-carboxyvaleric acid). Reaction SMILES: [Na].[C:2]([O:10]CC)(=[O:9])[CH2:3][C:4]([O:6]CC)=[O:5].C1(C)C=CC(S(O[CH2:23][CH2:24][CH2:25][CH:26]2[CH2:31][CH2:30][N:29]([C:32]([O:34][CH2:35][C:36]3[CH:41]=[CH:40][CH:39]=[CH:38][CH:37]=3)=[O:33])[CH2:28][CH2:27]2)(=O)=O)=CC=1.[OH-].[Na+]>C(O)C.O>[CH2:35]([O:34][C:32]([N:29]1[CH2:30][CH2:31][CH:26]([CH2:25][CH2:24][CH2:23][CH:3]([C:4]([OH:6])=[O:5])[C:2]([OH:10])=[O:9])[CH2:27][CH2:28]1)=[O:33])[C:36]1[CH:37]=[CH:38][CH:39]=[CH:40][CH:41]=1 |f:3.4,^1:0|. Procedure details: In 300 ml of ethanol is dissolved 5.8 g of sodium, and 40 g of diethyl malonate is added to the solution, followed by stirring. 3-(1-Benzyloxycarbonyl-4-piperidyl)propyl p-toluenesulfonate (90.5 g) is added to this mixture followed by refluxing with stirring for 2 hours. After cooling, 1 l of water is added to the reaction solution, which is then extracted with 500 ml of ethyl acetate. The extract is dried over anhydrous magnesium sulfate and concentrated under reduced pressure to give ethyl 5-(... As a reaction SMILES: [CH3:33][N:34]([C:35](=[O:36])[Cl:37])[CH3:38].[CH:24]([N:25]([CH2:26][CH3:27])[CH:28]([CH3:29])[CH3:30])([CH3:31])[CH3:32].[Cl:1][c:2]1[cH:3][n:4][c:5]([NH:7][C:8]([N:9]([CH:10]2[CH2:11][CH2:12][NH:13][CH2:14][CH2:15]2)[CH:16]2[CH2:17][CH2:18][CH:19]([CH3:22])[CH2:20][CH2:21]2)=[O:23])[s:6]1.[O:39]1[CH2:40][CH2:41][O:42][CH2:43][CH2:44]1>>[Cl:1][c:2]1[cH:3][n:4][c:5]([NH:7][C:8]([N:9]([CH:10]2[CH2:11][CH2:12][N:13]([C:35]([N:34]([CH3:33])[CH3:38])=[O:36])[CH2:14][CH2:15]2)[CH:16]2[CH2:17][CH2:18][CH:19]([CH3:22])[CH2:20][CH2:21]2)=[O:23])[s:6]1. The reactants are CN(C)C(=O)Cl, CCN(C(C)C)C(C)C, CC1CCC(N(C(=O)Nc2ncc(Cl)s2)C2CCNCC2)CC1, C1COCCO1. Yields the product CC1CCC(N(C(=O)Nc2ncc(Cl)s2)C2CCN(C(=O)N(C)C)CC2)CC1. Starting materials: ClC1=CC(=C(CN2N=CC3=CC(=CC=C23)\C=C/2\C(N(C(S2)=O)C2CNCCC2)=O)C=C1)C(F)(F)F ((5Z)-5-({1-[4-chloro-2-(trifluoromethyl)benzyl]-1H-indazol-5-yl}methylidene)-3-piperidin-3-yl-1,3-thiazolidine-2,4-dione), C=O (formaldehyde). Product: ClC1=CC(=C(CN2N=CC3=CC(=CC=C23)\C=C/2\C(N(C(S2)=O)C2CN(CCC2)C)=O)C=C1)C(F)(F)F ((5Z)-5-({1-[4-Chloro-2-(trifluoromethyl)benzyl]-1H-indazol-5-yl}methylidene)-3-(1-methylpiperidin-3-yl)-1,3-thiazolidine-2,4-dione). Reaction SMILES: [Cl:1][C:2]1[CH:31]=[CH:30][C:5]([CH2:6][N:7]2[C:15]3[C:10](=[CH:11][C:12](/[CH:16]=[C:17]4/[C:18](=[O:29])[N:19]([CH:23]5[CH2:28][CH2:27][CH2:26][NH:25][CH2:24]5)[C:20](=[O:22])[S:21]/4)=[CH:13][CH:14]=3)[CH:9]=[N:8]2)=[C:4]([C:32]([F:35])([F:34])[F:33])[CH:3]=1.[CH2:36]=O>>[Cl:1][C:2]1[CH:31]=[CH:30][C:5]([CH2:6][N:7]2[C:15]3[C:10](=[CH:11][C:12](/[CH:16]=[C:17]4/[C:18](=[O:29])[N:19]([CH:23]5[CH2:28][CH2:27][CH2:26][N:25]([CH3:36])[CH2:24]5)[C:20](=[O:22])[S:21]/4)=[CH:13][CH:14]=3)[CH:9]=[N:8]2)=[C:4]([C:32]([F:35])([F:34])[F:33])[CH:3]=1. Procedure details: (5Z)-5-({1-[4-Chloro-2-(trifluoromethyl)benzyl]-1H-indazol-5-yl}methylidene)-3-(1-methylpiperidin-3-yl)-1,3-thiazolidine-2,4-dione was prepared from (5Z)-5-({1-[4-chloro-2-(trifluoromethyl)benzyl]-1H-indazol-5-yl}methylidene)-3-piperidin-3-yl-1,3-thiazolidine-2,4-dione (Example 124) and formaldehyde following General Procedure R. Starting materials: ClC1=CC=CC(=N1)N (6-Chloro-2-pyridinamine), N1CCOCC1 (morpholine). Conditions: temperature 225 celsius. Product: N1(CCOCC1)C1=CC=CC(=N1)N (6-(4-Morpholinyl)-2-pyridinamine). Isolated yield 71.7%. Reaction SMILES: Cl[C:2]1[N:7]=[C:6]([NH2:8])[CH:5]=[CH:4][CH:3]=1.[NH:9]1[CH2:14][CH2:13][O:12][CH2:11][CH2:10]1>>[N:9]1([C:2]2[N:7]=[C:6]([NH2:8])[CH:5]=[CH:4][CH:3]=2)[CH2:14][CH2:13][O:12][CH2:11][CH2:10]1. Procedure: 6-Chloro-2-pyridinamine (1 g, 7.78 mmol) was dissolved in morpholine (6.80 ml, 78 mmol) and heated to 225° C. in a microwave reactor for 60 minutes (˜400 W; 5 mbar). The reaction was cooled to rt and concentrated. The crude product was taken up in DCM (50 mL). After filtration of white solids the crude product was concentrated and purified by silica gel column chromatography eluting with 20-50% EtOAc/hexanes to afford 1 g (5.58 mmol, 72%) of the title compound as a pale yellow solid. LC/MS: (M+H... The reactants are ON=C(C(=O)[O-])C(C)=O (2-hydroxyimino-3-oxobutyrate), C(C1=CC=CC=C1)Br (benzylbromide), C([O-])([O-])=O.[K+].[K+] (potassium carbonate), CN(C=O)C (N,N-dimethylformamide), C(C)(=O)OCC (ethyl acetate). The product is C(C1=CC=CC=C1)ON=C(C(=O)OCC)C(C)=O (ethyl 2-benzyloxyimino-3-oxobutyrate). As a reaction SMILES: [OH:1][N:2]=[C:3]([C:7](=[O:9])[CH3:8])[C:4]([O-:6])=[O:5].[CH2:10](Br)[C:11]1[CH:16]=[CH:15][CH:14]=[CH:13][CH:12]=1.C(=O)([O-])[O-].[K+].[K+].CN(C)C=O.[C:29](OCC)(=O)[CH3:30]>>[CH2:10]([O:1][N:2]=[C:3]([C:7](=[O:9])[CH3:8])[C:4]([O:6][CH2:29][CH3:30])=[O:5])[C:11]1[CH:16]=[CH:15][CH:14]=[CH:13][CH:12]=1 |f:2.3.4|. Procedure: A mixture of 2-hydroxyimino-3-oxobutyrate (syn isomer, 47.1 g.), benzylbromide (61.6 g.), potassium carbonate (62.2 g.), N,N-dimethylformamide (70 ml.) and ethyl acetate (70 ml.) was treated in a similar manner to that of Example A-(1) to give ethyl 2-benzyloxyimino-3-oxobutyrate (syn isomer, 70.0 g.). Starting materials: C(#N)C=1C=C2C(=NC1)NC=C2C=2C=C(CNC(=O)C=1C(N(C=CC1)CC1=CC(=C(C=C1)F)F)=O)C=CC2 (1-(3,4-Difluoro-benzyl)-2-oxo-1,2-dihydro-pyridine-3-carboxylic acid 3-(5-cyano-1H-pyrrolo[2,3-b]pyridin-3-yl)-benzylamide), ClC=1C=C2C(=NC1)NC=C2I (5-Chloro-3-iodo-1H-pyrrolo[2,3-b]pyridine), substituted bicyclic heterocycle, CC1(OB(OC1(C)C)C1=CC=C(S1)CNC(=O)C=1C(N(C=CC1)CC1=CC(=C(C=C1)F)F)=O)C (1-(3,4-Difluoro-benzyl)-2-oxo-1,2-dihydro-pyridine-3-carboxylic acid [5-(4,4,5,5-tetramethyl-1,3,2-dioxaborolan-2-yl)-thiophen-2-ylmethyl]-amide), [B] (boron). Product: ClC=1C=C2C(=NC1)NC=C2C2=CC=C(S2)CNC(=O)C=2C(N(C=CC2)CC2=CC(=C(C=C2)F)F)=O (1-(3,4-Difluoro-benzyl)-2-oxo-1,2-dihydro-pyridine-3-carboxylic acid [5-(5-chloro-1H-pyrrolo[2,3-b]pyridin-3-yl)-thiophen-2-ylmethyl]-amide). Reaction SMILES: C(C1C=C2C(C3C=C(C=CC=3)CNC(C3C(=O)N(CC4C=CC(F)=C(F)C=4)C=CC=3)=O)=CNC2=NC=1)#N.CC1(C)C(C)(C)OB([C:46]2[S:50][C:49]([CH2:51][NH:52][C:53]([C:55]3[C:56](=[O:70])[N:57]([CH2:61][C:62]4[CH:67]=[CH:66][C:65]([F:68])=[C:64]([F:69])[CH:63]=4)[CH:58]=[CH:59][CH:60]=3)=[O:54])=[CH:48][CH:47]=2)O1.[B].[Cl:73][C:74]1[CH:75]=[C:76]2[C:82](I)=[CH:81][NH:80][C:77]2=[N:78][CH:79]=1>>[Cl:73][C:74]1[CH:75]=[C:76]2[C:82]([C:46]3[S:50][C:49]([CH2:51][NH:52][C:53]([C:55]4[C:56](=[O:70])[N:57]([CH2:61][C:62]5[CH:67]=[CH:66][C:65]([F:68])=[C:64]([F:69])[CH:63]=5)[CH:58]=[CH:59][CH:60]=4)=[O:54])=[CH:48][CH:47]=3)=[CH:81][NH:80][C:77]2=[N:78][CH:79]=1. Reported procedure: Except where indicated, 1-(3,4-Difluoro-benzyl)-2-oxo-1,2-dihydro-pyridine-3-carboxylic acid [5-(5-chloro-1H-pyrrolo[2,3-b]pyridin-3-yl)-thiophen-2-ylmethyl]-amide was synthesized as per Example 68, 1-(3,4-Difluoro-benzyl)-2-oxo-1,2-dihydro-pyridine-3-carboxylic acid 3-(5-cyano-1H-pyrrolo[2,3-b]pyridin-3-yl)-benzylamide using 1-(3,4-Difluoro-benzyl)-2-oxo-1,2-dihydro-pyridine-3-carboxylic acid [5-(4,4,5,5-tetramethyl-1,3,2-dioxaborolan-2-yl)-thiophen-2-ylmethyl]-amide as activated boron species ... The reactants are C1=CC=C(C=C1)P(C2=CC=CC=C2)C3=CC=CC=C3 (PPh3), O=O (O2), ozonide, O=[O+][O-] (O3), C(C)OC(=O)C1(CCC(CC1)NS(=O)(=O)C1=CC=C(C=C1)C(F)(F)F)\C=C\C (1-((E)-Propenyl)-4-(4-trifluoromethyl-benzenesulfonylamino)-cyclohexanecarboxylic acid ethyl ester), C(C)OC(=O)C1(CCC(CC1)NS(=O)(=O)C1=CC=C(C=C1)C(F)(F)F)\C=C\C (1-((E)-Propenyl)-4-(4-trifluoromethyl-benzenesulfonylamino)-cyclohexanecarboxylic acid ethyl ester). Solvent: C(Cl)Cl (DCM). Run at time 8 hour. The product is C(C)OC(=O)C1(CCC(CC1)NS(=O)(=O)C1=CC=C(C=C1)C(F)(F)F)C=O (1-Formyl-4-(4-trifluoromethyl-benzenesulfonylamino)-cyclohexanecarboxylic acid ethyl ester). Isolated yield 91.0%. As a reaction SMILES: O=[O+][O-].[CH2:4]([O:6][C:7]([C:9]1(/[CH:29]=C/C)[CH2:14][CH2:13][CH:12]([NH:15][S:16]([C:19]2[CH:24]=[CH:23][C:22]([C:25]([F:28])([F:27])[F:26])=[CH:21][CH:20]=2)(=[O:18])=[O:17])[CH2:11][CH2:10]1)=[O:8])[CH3:5].[O:32]=O.C1C=CC(P(C2C=CC=CC=2)C2C=CC=CC=2)=CC=1>C(Cl)Cl>[CH2:4]([O:6][C:7]([C:9]1([CH:29]=[O:32])[CH2:10][CH2:11][CH:12]([NH:15][S:16]([C:19]2[CH:20]=[CH:21][C:22]([C:25]([F:26])([F:28])[F:27])=[CH:23][CH:24]=2)(=[O:17])=[O:18])[CH2:13][CH2:14]1)=[O:8])[CH3:5]. Reported procedure: O3 was passed through a solution of 1-((E)-Propenyl)-4-(4-trifluoromethyl-benzenesulfonylamino)-cyclohexanecarboxylic acid ethyl ester (Intermediate 118, 965 mg, 2.83 mmol) in DCM (30 ml) at −78° C. for 12 min. The solution was kept at −78° C. and O2 gas was passed through it for 10 min. The reaction was monitored by LCMS. When no starting material was present, the reaction mixture was left to warm for 15 mins. The ozonide was then quenched/reduced by adding PS-PPh3 (loading=2.34 mmol/g) (6040 m...